The task is: describe an organic reaction: reactants, conditions, products, and yield. This data is from the Open Reaction Database (ORD), a public repository of structured organic reaction records. Starting materials: FC=1C=CC(=C(C1)C1C(N(C2=CC=CC=C12)CCCCC)=O)O (3-(5-fluoro-2-hydroxyphenyl)-1-pentyl-1,3-dihydro-2H-indol-2-one), BrC=1C=CC(=C(C1)C1C(N(C2=CC=CC=C12)CCCCC)=O)O (3-(5-bromo-2-hydroxyphenyl)-1-pentyl-1,3-dihydro-2H-indol-2-one). The product is BrC=1C=CC(=C(C1)C1(C(N(C2=CC=CC=C12)CCCCC)=O)CO)O (3-(5-bromo-2-hydroxyphenyl)-3-(hydroxymethyl)-1-pentyl-1,3-dihydro-2H-indol-2-one). Procedure details: Following the procedure as described in PREPARATION 14C, and making non-critical variations to replace 3-(5-fluoro-2-hydroxyphenyl)-1-pentyl-1,3-dihydro-2H-indol-2-one with 3-(5-bromo-2-hydroxyphenyl)-1-pentyl-1,3-dihydro-2H-indol-2-one, the title compound was obtained: MS (ES+) m/z 386 (M−17), 388 (M−17), 426 (M+23), 428 (M+23). RXN SMILES: FC1C=CC(O)=C(C2C3C(=CC=CC=3)N(CCCCC)[C:9]2=[O:22])C=1.[Br:24][C:25]1[CH:26]=[CH:27][C:28]([OH:46])=[C:29]([CH:31]2[C:39]3[C:34](=[CH:35][CH:36]=[CH:37][CH:38]=3)[N:33]([CH2:40][CH2:41][CH2:42][CH2:43][CH3:44])[C:32]2=[O:45])[CH:30]=1>>[Br:24][C:25]1[CH:26]=[CH:27][C:28]([OH:46])=[C:29]([C:31]2([CH2:9][OH:22])[C:39]3[C:34](=[CH:35][CH:36]=[CH:37][CH:38]=3)[N:33]([CH2:40][CH2:41][CH2:42][CH2:43][CH3:44])[C:32]2=[O:45])[CH:30]=1.